From a dataset of the Open Reaction Database (ORD), a public repository of structured organic reaction records. describe an organic reaction: reactants, conditions, products, and yield Reactants: C(C1=CC=CC=C1)OC1=CC=C(C=C1)N1C(N(C=2C1=NC=C(C2)Cl)CC)=O (3-[4-(benzyloxy)phenyl]-6-chloro-1-ethyl-1,3-dihydro-2H-imidazo[4,5-b]pyridin-2-one), C(C)(C)(C)P(C1=C(C(=C(C(=C1C)C)C)C)C1=C(C=C(C=C1C(C)C)C(C)C)C(C)C)C(C)(C)C (2-di-tert-butylphosphino-3,4,5,6-tetramethyl-2′,4′,6′-triisopropyl-1,1′-biphenyl), [OH-].[K+] (KOH), IC (Iodomethane), IC (iodomethane). The reagents and catalysts are C=1C=CC(=CC1)/C=C/C(=O)/C=C/C2=CC=CC=C2.C=1C=CC(=CC1)/C=C/C(=O)/C=C/C2=CC=CC=C2.C=1C=CC(=CC1)/C=C/C(=O)/C=C/C2=CC=CC=C2.[Pd].[Pd] (Pd2 dba3), [Br-].C(CCCCCCCCCCCCCCC)[N+](C)(C)C (cetyltrimethylammonium bromide). Run in O (water), O1CCOCC1 (dioxane), O (water). Conditions: temperature 100 celsius, time 6 hour. Product: C(C1=CC=CC=C1)OC1=CC=C(C=C1)N1C(N(C=2C1=NC=C(C2)OC)CC)=O (3-[4-(benzyloxy)phenyl]-1-ethyl-6-methoxy-1,3-dihydro-2H-imidazo[4,5-b]pyridin-2-one). Reaction SMILES: [CH2:1]([O:8][C:9]1[CH:14]=[CH:13][C:12]([N:15]2[C:19]3=[N:20][CH:21]=[C:22](Cl)[CH:23]=[C:18]3[N:17]([CH2:25][CH3:26])[C:16]2=[O:27])=[CH:11][CH:10]=1)[C:2]1[CH:7]=[CH:6][CH:5]=[CH:4][CH:3]=1.C(P(C(C)(C)C)C1C(C)=C(C)C(C)=C(C)C=1C1C(C(C)C)=CC(C(C)C)=CC=1C(C)C)(C)(C)C.[OH-:62].[K+].I[CH3:65]>O1CCOCC1.O.[Br-].C([N+](C)(C)C)CCCCCCCCCCCCCCC.C1C=CC(/C=C/C(/C=C/C2C=CC=CC=2)=O)=CC=1.C1C=CC(/C=C/C(/C=C/C2C=CC=CC=2)=O)=CC=1.C1C=CC(/C=C/C(/C=C/C2C=CC=CC=2)=O)=CC=1.[Pd].[Pd]>[CH2:1]([O:8][C:9]1[CH:14]=[CH:13][C:12]([N:15]2[C:19]3=[N:20][CH:21]=[C:22]([O:62][CH3:65])[CH:23]=[C:18]3[N:17]([CH2:25][CH3:26])[C:16]2=[O:27])=[CH:11][CH:10]=1)[C:2]1[CH:7]=[CH:6][CH:5]=[CH:4][CH:3]=1 |f:2.3,7.8,9.10.11.12.13|. Procedure details: A mixture of 3-[4-(benzyloxy)phenyl]-6-chloro-1-ethyl-1,3-dihydro-2H-imidazo[4,5-b]pyridin-2-one (190 mg), Pd2 dba3 (23 mg), 2-di-tert-butylphosphino-3,4,5,6-tetramethyl-2′,4′,6′-triisopropyl-1,1′-biphenyl (48 mg) and KOH (145 mg) in dioxane (3 mL) and water (3 mL) was stirred at 100° C. under Ar atmosphere for 6 h. The mixture was cooled to room temperature, and cetyltrimethylammonium bromide (50 mg) and iodomethane (0.034 mL) were added. After stirring at 100° C. for 2 h, the mixture was coole... Starting materials: COc1ccc(S)cc1, CN(C)C=O, O=C(O)CNC(=O)c1nc(Cl)c2ccccc2c1O. Product: COc1ccc(Sc2nc(C(=O)NCC(=O)O)c(O)c3ccccc23)cc1. RXN SMILES: [CH3:20][O:21][c:22]1[cH:23][cH:24][c:25]([SH:28])[cH:26][cH:27]1.[CH3:29][N:30]([CH3:31])[CH:32]=[O:33].[Cl:1][c:2]1[n:3][c:4]([C:13](=[O:14])[NH:15][CH2:16][C:17](=[O:18])[OH:19])[c:5]([OH:12])[c:6]2[cH:7][cH:8][cH:9][cH:10][c:11]12>>[c:2]1([S:28][c:25]2[cH:24][cH:23][c:22]([O:21][CH3:20])[cH:27][cH:26]2)[n:3][c:4]([C:13](=[O:14])[NH:15][CH2:16][C:17](=[O:18])[OH:19])[c:5]([OH:12])[c:6]2[cH:7][cH:8][cH:9][cH:10][c:11]12. Starting materials: resultant solution, NC=1C=CC=2N(C3=CC=CC=C3C2C1)CC (3-amino-9-ethylcarbazole), C(C)(C)(C)OC(=O)NCC(=O)O (tert-butoxycarbonylamino-acetic acid), N,N-dimethylaminopyridine, C(CCl)Cl (EDC). The solvent is C(Cl)Cl (CH2Cl2), C(C)(=O)OCC (ethyl acetate). Yields the product C(C)(C)(C)OC(NCC(NC=1C=CC=2N(C3=CC=CC=C3C2C1)CC)=O)=O ([(9-ethyl-9H-carbazol-3-ylcarbamoyl)-methyl]-carbamic acid tert-butyl ester). Yield: 65.2%. Reaction SMILES: [NH2:1][C:2]1[CH:3]=[CH:4][C:5]2[N:6]([CH2:15][CH3:16])[C:7]3[C:12]([C:13]=2[CH:14]=1)=[CH:11][CH:10]=[CH:9][CH:8]=3.[C:17]([O:21][C:22]([NH:24][CH2:25][C:26](O)=[O:27])=[O:23])([CH3:20])([CH3:19])[CH3:18].C(Cl)CCl>C(Cl)Cl.C(OCC)(=O)C>[C:17]([O:21][C:22](=[O:23])[NH:24][CH2:25][C:26](=[O:27])[NH:1][C:2]1[CH:3]=[CH:4][C:5]2[N:6]([CH2:15][CH3:16])[C:7]3[C:12]([C:13]=2[CH:14]=1)=[CH:11][CH:10]=[CH:9][CH:8]=3)([CH3:20])([CH3:18])[CH3:19]. Procedure details: To a solution of 3-amino-9-ethylcarbazole (8.1 g, 38 mmol), tert-butoxycarbonylamino-acetic acid (6.7 g, 38 mmol), and N,N-dimethylaminopyridine (5.7 g, 46 mmol) in CH2Cl2 (125 mL) was added EDC (5.5 g, 46 mmol). The resultant solution was stirred at room temperature for 2 days, and then diluted with ethyl acetate (500 mL) and washed with aqueous 1 M HCl (2×100 mL), water (100 mL), saturated aqueous NaHCO3 (100 mL), and then brine (100 mL). The organic layer was then dried (Na2SO4), concentrated... The reactants are C(C)(C)(C)OC(=O)NC1=C(C=C(OC=2C=CC(=C(C2)N(C([O-])=O)C)[N+](=O)[O-])C=C1C)C (N-[5-(4-t-butoxycarbonylamino-3,5-dimethylphenoxy)-2-nitrophenyl]-N-methylcarbamate). Reagents/catalysts: [Pd] (palladium on carbon). Solvent: CO (methanol). Reaction conditions: time 11 hour. Yields the product NC1=C(C=C(C=C1)OC1=CC(=C(C(=C1)C)NC(=O)OC(C)(C)C)C)N(C(OC(C)(C)C)=O)C (t-Butyl N-[2-amino-5-(4-t-butoxycarbonylamino-3,5-dimethylphenoxy)phenyl]-N-methylcarbamate). Isolated yield 171.6%. RXN SMILES: [C:1]([O:5][C:6]([NH:8][C:9]1[C:29]([CH3:30])=[CH:28][C:12]([O:13][C:14]2[CH:15]=[CH:16][C:17]([N+:25]([O-])=O)=[C:18]([N:20]([CH3:24])[C:21](=[O:23])[O-:22])[CH:19]=2)=[CH:11][C:10]=1[CH3:31])=[O:7])([CH3:4])([CH3:3])[CH3:2]>[Pd].CO>[NH2:25][C:17]1[CH:16]=[CH:15][C:14]([O:13][C:12]2[CH:28]=[C:29]([CH3:30])[C:9]([NH:8][C:6]([O:5][C:1]([CH3:4])([CH3:3])[CH3:2])=[O:7])=[C:10]([CH3:31])[CH:11]=2)=[CH:19][C:18]=1[N:20]([CH3:24])[C:21](=[O:23])[O:22][C:1]([CH3:4])([CH3:3])[CH3:2]. Reported procedure: A mixture of 1.71 g of N-[5-(4-t-butoxycarbonylamino-3,5-dimethylphenoxy)-2-nitrophenyl]-N-methylcarbamate, 0.2 g of 10% palladium on carbon and 100 ml of methanol was stirred vigorously at room temperature for 11 hours under a hydrogen atmosphere. The catalyst was filtered off from the reaction mixture and the filtrate was concentrated by evaporation, whereby 1.56 g of the title compound were obtained. Starting materials: NC1=NC=C(C=C1C=O)Br (2-amino-5-bromo-pyridine-3-carbaldehyde), C(CC(=O)OCC)(=O)OCC (diethyl malonate), N1CCCCC1 (piperidine). The solvent is CCO (EtOH). Yields the product C(C)OC(=O)C=1C(NC2=NC=C(C=C2C1)Br)=O (6-Bromo-2-oxo-1,2-dihydro-[1,8]naphthyridine-3-carboxylic acid ethyl ester). Isolated yield 57.1%. As a reaction SMILES: [NH2:1][C:2]1[C:7]([CH:8]=O)=[CH:6][C:5]([Br:10])=[CH:4][N:3]=1.[C:11](OCC)(=[O:18])[CH2:12][C:13]([O:15][CH2:16][CH3:17])=[O:14].N1CCCCC1>CCO>[CH2:16]([O:15][C:13]([C:12]1[C:11](=[O:18])[NH:1][C:2]2[C:7]([CH:8]=1)=[CH:6][C:5]([Br:10])=[CH:4][N:3]=2)=[O:14])[CH3:17]. Procedure details: A mixture of 2-amino-5-bromo-pyridine-3-carbaldehyde (4.00 g, 14.2 mmol), diethyl malonate (21.6 mL, 142 mmol) and piperidine (7.00 mL, 71.0 mmol) in EtOH (70 mL) was heated to reflux overnight. The mixture was cooled to room temperature and the solid was collected by filtration to give the title compound (2.41 g, 57%) as an off-white solid: 1H NMR (300 MHz, CDCl3) δ 12.65 (s, 1H), 8.70 (d, J=2.4 Hz, 1H), 8.56 (d, J=2.4 Hz, 1H), 8.45 (s, 1H), 4.29 (q, J=7.1 Hz, 2H), 1.30 (t, J=7.1 Hz, 3H).